This data is from the Open Reaction Database (ORD), a public repository of structured organic reaction records. The task is: describe an organic reaction: reactants, conditions, products, and yield The reactants are O=C([O-])[O-], CCCCCCCCBr, CC(=NOCCCCC1COC(C)(C(=O)O)OC1)c1ccc2ccccc2c1, [K+], [K+], CN(C)C=O, O. Product: CCCCCCCCOC(=O)C1(C)OCC(CCCCON=C(C)c2ccc3ccccc3c2)CO1. Reaction SMILES: [C:38](=[O:39])([O-:40])[O-:41].[CH2:29]([CH2:30][CH2:31][CH2:32][CH2:33][CH2:34][CH2:35][CH3:36])[Br:37].[CH3:1][C:2]1([C:26](=[O:27])[OH:28])[O:3][CH2:4][CH:5]([CH2:8][CH2:9][CH2:10][CH2:11][O:12][N:13]=[C:14]([CH3:15])[c:16]2[cH:17][c:18]3[cH:19][cH:20][cH:21][cH:22][c:23]3[cH:24][cH:25]2)[CH2:6][O:7]1.[K+:42].[K+:43].[O:45]=[CH:46][N:47]([CH3:48])[CH3:49].[OH2:44]>>[CH3:1][C:2]1([C:26]([O:27][CH2:29][CH2:30][CH2:31][CH2:32][CH2:33][CH2:34][CH2:35][CH3:36])=[O:28])[O:3][CH2:4][CH:5]([CH2:8][CH2:9][CH2:10][CH2:11][O:12][N:13]=[C:14]([CH3:15])[c:16]2[cH:17][c:18]3[cH:19][cH:20][cH:21][cH:22][c:23]3[cH:24][cH:25]2)[CH2:6][O:7]1. Starting materials: C#CC(O)CO[Si](c1ccccc1)(c1ccccc1)C(C)(C)C, BrC(Br)(Br)Br, C1CCOC1, c1ccc(P(c2ccccc2)c2ccccc2)cc1, c1ccncc1. The product is C#CC(Br)CO[Si](c1ccccc1)(c1ccccc1)C(C)(C)C. RXN SMILES: [C:1]([CH3:2])([CH3:3])([CH3:4])[Si:5]([O:6][CH2:7][CH:8]([C:9]#[CH:10])[OH:11])([c:12]1[cH:13][cH:14][cH:15][cH:16][cH:17]1)[c:18]1[cH:19][cH:20][cH:21][cH:22][cH:23]1.[C:49]([Br:50])([Br:51])([Br:52])[Br:53].[CH2:54]1[O:55][CH2:56][CH2:57][CH2:58]1.[c:24]1([P:25]([c:26]2[cH:27][cH:28][cH:29][cH:30][cH:31]2)[c:32]2[cH:33][cH:34][cH:35][cH:36][cH:37]2)[cH:38][cH:39][cH:40][cH:41][cH:42]1.[cH:43]1[cH:44][cH:45][n:46][cH:47][cH:48]1>>[C:1]([CH3:2])([CH3:3])([CH3:4])[Si:5]([O:6][CH2:7][CH:8]([C:9]#[CH:10])[Br:50])([c:12]1[cH:13][cH:14][cH:15][cH:16][cH:17]1)[c:18]1[cH:19][cH:20][cH:21][cH:22][cH:23]1. Reactants: CC1=CC=NC=2CC(CC(C12)=O)C=1SC(=CC1)C (4-methyl-7-(5-methyl-2-thienyl)-5,6,7,8-tetrahydroquinolin-5-one), C(=N)(N)NN.Cl (aminoguanidine hydrochloride), Cl (hydrochloric acid). The solvent is C(C)O (ethanol). Product: Cl.N(C(=N)N)N=C1C=2C(=CC=NC2CC(C1)C=1SC(=CC1)C)C (5-guanidinoimino-4-methyl-7-(5-methyl-2-thienyl)-5,6,7,8-tetrahydroquinoline hydrochloride). The yield is 78.1%. RXN SMILES: [CH3:1][C:2]1[C:11]2[C:10](=O)[CH2:9][CH:8]([C:13]3[S:14][C:15]([CH3:18])=[CH:16][CH:17]=3)[CH2:7][C:6]=2[N:5]=[CH:4][CH:3]=1.[C:19]([NH:22][NH2:23])([NH2:21])=[NH:20].[ClH:24].Cl>C(O)C>[ClH:24].[NH:22]([N:23]=[C:10]1[CH2:9][CH:8]([C:13]2[S:14][C:15]([CH3:18])=[CH:16][CH:17]=2)[CH2:7][C:6]2[N:5]=[CH:4][CH:3]=[C:2]([CH3:1])[C:11]1=2)[C:19]([NH2:21])=[NH:20] |f:1.2,5.6|. Procedure: A mixture of 4-methyl-7-(5-methyl-2-thienyl)-5,6,7,8-tetrahydroquinolin-5-one (257 mg), aminoguanidine hydrochloride (117 mg) and concentrated hydrochloric acid (0.2 ml) in ethanol (5 ml) was refluxed for 30 minutes. The reaction solution was cooled, and precipitated crystals were filtered, washed with ethanol and dried to give 5-guanidinoimino-4-methyl-7-(5-methyl-2-thienyl)-5,6,7,8-tetrahydroquinoline hydrochloride (Compound 71) (273 mg) as pale yellow crystals. The reactants are CC(C)(C)P(c1ccccc1-c1ccccc1)C(C)(C)C, CCC(C)Nc1cc(C(=O)OC)cc(Cl)n1, Cc1ccccc1, [Na], O=C(C=Cc1ccccc1)C=Cc1ccccc1, O=C(C=Cc1ccccc1)C=Cc1ccccc1, O=C(C=Cc1ccccc1)C=Cc1ccccc1, [Pd], [Pd], O=S1(=O)CCCCN1. Yields the product CCC(C)Nc1cc(C(=O)OC)cc(N2CCCCS2(=O)=O)n1. As a reaction SMILES: [C:17]([P:18]([C:19]([CH3:20])([CH3:21])[CH3:22])[c:23]1[cH:24][cH:25][cH:26][cH:27][c:28]1-[c:29]1[cH:30][cH:31][cH:32][cH:33][cH:34]1)([CH3:35])([CH3:36])[CH3:37].[CH3:1][O:2][C:3]([c:4]1[cH:5][c:6]([NH:11][CH:12]([CH3:13])[CH2:14][CH3:15])[n:7][c:8]([Cl:10])[cH:9]1)=[O:16].[CH3:47][c:48]1[cH:49][cH:50][cH:51][cH:52][cH:53]1.[Na:38].[O:56]=[C:57]([CH:58]=[CH:59][c:60]1[cH:61][cH:62][cH:63][cH:64][cH:65]1)[CH:66]=[CH:67][c:68]1[cH:69][cH:70][cH:71][cH:72][cH:73]1.[O:74]=[C:75]([CH:76]=[CH:77][c:78]1[cH:79][cH:80][cH:81][cH:82][cH:83]1)[CH:84]=[CH:85][c:86]1[cH:87][cH:88][cH:89][cH:90][cH:91]1.[O:92]=[C:93]([CH:94]=[CH:95][c:96]1[cH:97][cH:98][cH:99][cH:100][cH:101]1)[CH:102]=[CH:103][c:104]1[cH:105][cH:106][cH:107][cH:108][cH:109]1.[Pd:54].[Pd:55].[S:39]1(=[O:45])(=[O:46])[NH:40][CH2:41][CH2:42][CH2:43][CH2:44]1>>[CH3:1][O:2][C:3]([c:4]1[cH:5][c:6]([NH:11][CH:12]([CH3:13])[CH2:14][CH3:15])[n:7][c:8]([N:40]2[S:39](=[O:45])(=[O:46])[CH2:44][CH2:43][CH2:42][CH2:41]2)[cH:9]1)=[O:16].